Task: describe an organic reaction: reactants, conditions, products, and yield. Dataset: the Open Reaction Database (ORD), a public repository of structured organic reaction records The reactants are CO, COC(=O)C=CC(=O)c1ccccc1N, O. Yields the product COC(=O)CCC(=O)c1ccccc1N. As a reaction SMILES: [CH3:16][OH:17].[NH2:1][c:2]1[c:3]([C:8]([CH:9]=[CH:10][C:11](=[O:12])[O:13][CH3:14])=[O:15])[cH:4][cH:5][cH:6][cH:7]1.[OH2:18]>>[NH2:1][c:2]1[c:3]([C:8]([CH2:9][CH2:10][C:11](=[O:12])[O:13][CH3:14])=[O:15])[cH:4][cH:5][cH:6][cH:7]1. The reactants are C(=O)(OC(C)(C)C)N1C[C@H](OCC1)CC1=CC(=CC=C1)C=CC=1C=NC=CC1 (N-Boc-(R)-2-(3-(2-(3-pyridinyl)vinyl)-benzyl)morpholine), C(=O)(OC(C)(C)C)N1C[C@H](OCC1)CC1=CC(=CC=C1)C=CC=1C=NC=CC1 (N-Boc-(R)-2-(3-(2-(3-pyridinyl)vinyl)-benzyl)morpholine), ClCCl (dichloromethane), FC(S(=O)(=O)OS(=O)(=O)C(F)(F)F)(F)F (trifluoromethanesulfonic anhydride). Conditions: temperature 0 celsius, time 1 hour. The product is C(C)(C)(C)OC(=O)N1C[C@H](OCC1)CC1=CC(=C(C=C1)OS(=O)(=O)C(F)(F)F)Cl ((R)-2-(3-Chloro-4-trifluoromethanesulfonyloxy-benzyl)-morpholine-4-carboxylic acid tert-butyl ester). The yield is 98.0%. As a reaction SMILES: [C:1]([N:8]1[CH2:13][CH2:12][O:11][C@H:10]([CH2:14][C:15]2[CH:20]=[CH:19][CH:18]=[C:17](C=CC3C=NC=CC=3)[CH:16]=2)[CH2:9]1)([O:3][C:4]([CH3:7])([CH3:6])[CH3:5])=[O:2].[Cl:29]CCl.[F:32][C:33]([F:46])([F:45])[S:34]([O:37]S(C(F)(F)F)(=O)=O)(=[O:36])=[O:35]>>[C:4]([O:3][C:1]([N:8]1[CH2:13][CH2:12][O:11][C@H:10]([CH2:14][C:15]2[CH:20]=[CH:19][C:18]([O:37][S:34]([C:33]([F:46])([F:45])[F:32])(=[O:35])=[O:36])=[C:17]([Cl:29])[CH:16]=2)[CH2:9]1)=[O:2])([CH3:7])([CH3:6])[CH3:5]. Reported procedure: To the solution of 1.80 g (5.5 mmol) (R)-2-(3-chloro-4-hydroxy-benzyl)-morpholine-4-carboxylic acid tert-butyl ester (example 7, intermediate (a)) in 25 mL dichloromethane 1.53 mL (11.0 mmol) triethylamine were added. After cooling down to 0° C. 1.0 mL (6.0 mmol) trifluoromethanesulfonic anhydride were added and the cooling bath was removed. After 1 h stirring at room temperature the reaction mixture was extracted with 10% aqueous sodium bicarbonate solution and brine and the organic layer was d... Starting materials: CCO, Cl, COC(=O)CCC(=O)c1ccc(NCCCCCCCCCCCCCCCC(F)(F)F)cc1, [K+], [OH-], O. The product is O=C(O)CCC(=O)c1ccc(NCCCCCCCCCCCCCCCC(F)(F)F)cc1. RXN SMILES: [CH3:37][CH2:38][OH:39].[ClH:40].[F:1][C:2]([CH2:3][CH2:4][CH2:5][CH2:6][CH2:7][CH2:8][CH2:9][CH2:10][CH2:11][CH2:12][CH2:13][CH2:14][CH2:15][CH2:16][CH2:17][NH:18][c:19]1[cH:20][cH:21][c:22]([C:23](=[O:24])[CH2:25][CH2:26][C:27](=[O:28])[O:29][CH3:30])[cH:31][cH:32]1)([F:33])[F:34].[K+:36].[OH-:35].[OH2:41]>>[F:1][C:2]([CH2:3][CH2:4][CH2:5][CH2:6][CH2:7][CH2:8][CH2:9][CH2:10][CH2:11][CH2:12][CH2:13][CH2:14][CH2:15][CH2:16][CH2:17][NH:18][c:19]1[cH:20][cH:21][c:22]([C:23](=[O:24])[CH2:25][CH2:26][C:27](=[O:28])[OH:29])[cH:31][cH:32]1)([F:33])[F:34]. Starting materials: C(CCC)[Li] (butyllithium), C(C)(C)C1=NC(=C(C(=C1/C=C/C=O)C1=CC=C(C=C1)F)C=NOC)C(C)C ((E)-3-[2,6-diisopropyl-4-(4-fluorophenyl)-5-methoxyiminomethyl-pyrid-3-yl]-prop-2-enal), C(CC(=O)C)(=O)OC (methyl acetoacetate), [H-].[Na+] (sodium hydride). Solvent: CCCCCC (n-hexane), O1CCCC1 (tetrahydrofuran), O1CCCC1 (tetrahydrofuran), O1CCCC1 (tetrahydrofuran), C(C)(=O)O (acetic acid), O (water). Reaction conditions: time 15 minute. The product is C(C)(C)C1=NC(=C(C(=C1/C=C/C(CC(CC(=O)OC)=O)O)C1=CC=C(C=C1)F)C=NOC)C(C)C (Methyl (E)-7-[2,6-diisopropyl-4-(4-fluorophenyl)-5-methoxyiminomethyl-pyrid-3-yl]-5-hydroxy-3-oxo-hept-6-enoate). Reaction SMILES: [C:1]([O:7][CH3:8])(=[O:6])[CH2:2][C:3]([CH3:5])=[O:4].[H-].[Na+].C([Li])CCC.[CH:16]([C:19]1[C:24](/[CH:25]=[CH:26]/[CH:27]=[O:28])=[C:23]([C:29]2[CH:34]=[CH:33][C:32]([F:35])=[CH:31][CH:30]=2)[C:22]([CH:36]=[N:37][O:38][CH3:39])=[C:21]([CH:40]([CH3:42])[CH3:41])[N:20]=1)([CH3:18])[CH3:17]>O1CCCC1.CCCCCC.O.C(O)(=O)C>[CH:16]([C:19]1[C:24](/[CH:25]=[CH:26]/[CH:27]([OH:28])[CH2:5][C:3](=[O:4])[CH2:2][C:1]([O:7][CH3:8])=[O:6])=[C:23]([C:29]2[CH:30]=[CH:31][C:32]([F:35])=[CH:33][CH:34]=2)[C:22]([CH:36]=[N:37][O:38][CH3:39])=[C:21]([CH:40]([CH3:42])[CH3:41])[N:20]=1)([CH3:17])[CH3:18] |f:1.2|. Procedure details: 0.18 ml (1.65 mmol) of methyl acetoacetate in 5 ml of dry tetrahydrofuran are added dropwise at -5° C. under nitrogen to a suspension of 67 mg (2.2 mmol) of 80% pure sodium hydride in 10 ml of dry tetrahydrofuran. After 15 min, 1.01 ml (1.65 mmol) of 15% strength butyllithium in n-hexane are added dropwise at the same temperature and the mixture is then stirred for 15 minutes. 410 mg (1.1 mmol) of the compound from Example 4, dissolved in 10 ml of dry tetrahydrofuran, are then added and the mixt... The reactants are C(#N)CCN1C(C2(CC1=O)CCC(CC2)(CCC)CCC)=O ((2 CYANOETHYL) 8,8 DIPROPYL 2 AZASPIRO[4.5]-DECANE 1,3-DIONE), CNCCCN (methylaminopropylamine), O (water). The solvent is C1(=CC=CC=C1)C (toluene). The product is C(CC)C1(CCC2(CC(NC2=O)=O)CC1)CCC (8,8 DIPROPYL-2 AZASPIRO-[4.5]DECANE-1,3-DIONE). Reaction SMILES: C(CC[N:5]1[C:9](=[O:10])[CH2:8][C:7]2([CH2:15][CH2:14][C:13]([CH2:19][CH2:20][CH3:21])([CH2:16][CH2:17][CH3:18])[CH2:12][CH2:11]2)[C:6]1=[O:22])#N.CNCCCN.O>C1(C)C=CC=CC=1>[CH2:19]([C:13]1([CH2:16][CH2:17][CH3:18])[CH2:14][CH2:15][C:7]2([C:6](=[O:22])[NH:5][C:9](=[O:10])[CH2:8]2)[CH2:11][CH2:12]1)[CH2:20][CH3:21]. Procedure: To a solution of toluene and 4,4 dipropylcyclohexane 1 carboxy 1 acetic acid anhydride (1 equivalent) was added 3 methylaminopropylamine (1.05 equivalents). The reaction mixture was heated at reflux using a Dean Stark trap. Following collection of water (1 equivalent), the reaction mixture was cooled to room temperature and concentrated under reduced pressure. The residue was used without further purification.